This data is from the Open Reaction Database (ORD), a public repository of structured organic reaction records. The task is: describe an organic reaction: reactants, conditions, products, and yield The reactants are CCC12CCC3=C(CCc4cc(OC(C)=O)ccc43)C1=CCC2=O, c1ccccc1. Yields the product CCC12CCC3=C(CCc4cc(OC(C)=O)ccc43)C1CCC2=O. As a reaction SMILES: [CH2:1]([CH3:2])[C:3]12[C:4](=[O:24])[CH2:5][CH:6]=[C:7]1[C:8]1=[C:9]([CH2:10][CH2:11]2)[c:12]2[cH:13][cH:14][c:15]([O:20][C:21]([CH3:22])=[O:23])[cH:16][c:17]2[CH2:18][CH2:19]1.[cH:25]1[cH:26][cH:27][cH:28][cH:29][cH:30]1>>[CH2:1]([CH3:2])[C:3]12[C:4](=[O:24])[CH2:5][CH2:6][CH:7]1[C:8]1=[C:9]([CH2:10][CH2:11]2)[c:12]2[cH:13][cH:14][c:15]([O:20][C:21]([CH3:22])=[O:23])[cH:16][c:17]2[CH2:18][CH2:19]1. Reaction SMILES: [C:1]([C:5]1[CH:10]=[CH:9][CH:8]=[CH:7][C:6]=1[C:11]1[CH:18]=[CH:17][C:14]([CH2:15][NH2:16])=[CH:13][CH:12]=1)([O:3][CH3:4])=[O:2].[C:19](/[CH:24]=[C:25]1\[CH2:26][C:27]([CH3:33])([CH3:32])[CH2:28][C:29](O\1)=[O:30])([O:21][CH2:22][CH3:23])=[O:20]>C1(C)C=CC=CC=1>[C:19]([CH:24]=[C:25]1[N:16]([CH2:15][C:14]2[CH:13]=[CH:12][C:11]([C:6]3[CH:7]=[CH:8][CH:9]=[CH:10][C:5]=3[C:1]([O:3][CH3:4])=[O:2])=[CH:18][CH:17]=2)[C:29](=[O:30])[CH2:28][C:27]([CH3:32])([CH3:33])[CH2:26]1)([O:21][CH2:22][CH3:23])=[O:20]. Procedure details: Compound (i) of Example 9 (1.2 g, 0.005 mole) and compound (b) of Example 2 (1.1 g, 0.005 mole) are combined in toluene (50 mL) and refluxed for 5 hours. The toluene is removed in vacuo and the residue is chromatographed on silica gel using hexane/ethyl acetate as the mobile phase. The title compound is isolated as a colorless oil (1.2 g, 52%). Mass Spec. (DCI) m/z 436 (M+H). Analysis--calc'd for C26H29NO5 : C, 70.96; H, 6.76; N, 3.18; found: C, 70.76; H, 7.11; N, 2.77. Run in C1(=CC=CC=C1)C (toluene). The product is C(=O)(OCC)C=C1CC(CC(N1CC1=CC=C(C=C1)C1=C(C=CC=C1)C(=O)OC)=O)(C)C (6-Carbethoxymethyliden-1-[4-(2-carbomethoxyphenyl)benzyl]-4,4-dimethylpiperidin-2-one), oil. Reactants: C(=O)(OC)C1=C(C=CC=C1)C1=CC=C(CN)C=C1 (4-(2-Carbomethoxyphenyl)benzylamine), C(=O)(OCC)\C=C\1/CC(CC(=O)O1)(C)C ((E)-5-Carbethoxymethylidene-3,3-dimethylvalerolactone). The yield is 52.0%. Reactants: BrC=1C=C2C(=NNC2=C(C1)C#N)C1CCN(CC1)S(=O)(=O)CC (5-bromo-3-[1-(ethylsulfonyl)-4-piperidinyl]-1H-indazole-7-carbonitrile), BrC=1C=C2C(=NNC2=C(C1)C#N)C1CCN(CC1)S(=O)(=O)CC (5-bromo-3-[1-(ethylsulfonyl)-4-piperidinyl]-1H-indazole-7-carbonitrile), FC1=C(C=CC=C1)B(O)O (2-fluorophenyl boronic acid), [OH-].[K+] (potassium hydroxide). The reagents and catalysts are C=1C=CC(=CC1)[P](C=2C=CC=CC2)(C=3C=CC=CC3)[Pd]([P](C=4C=CC=CC4)(C=5C=CC=CC5)C=6C=CC=CC6)([P](C=7C=CC=CC7)(C=8C=CC=CC8)C=9C=CC=CC9)[P](C=1C=CC=CC1)(C=1C=CC=CC1)C=1C=CC=CC1 (Pd(PPh3)4). The solvent is O1CCOCC1.O (dioxane water). Yields the product C(C)S(=O)(=O)N1CCC(CC1)C1=NNC2=C(C=C(C=C12)C1=C(C=CC=C1)F)C#N (3-[1-(ethylsulfonyl)-4-piperidinyl]-5-(2-fluorophenyl)-1H-indazole-7-carbonitrile). As a reaction SMILES: Br[C:2]1[CH:3]=[C:4]2[C:8](=[C:9]([C:11]#[N:12])[CH:10]=1)[NH:7][N:6]=[C:5]2[CH:13]1[CH2:18][CH2:17][N:16]([S:19]([CH2:22][CH3:23])(=[O:21])=[O:20])[CH2:15][CH2:14]1.[F:24][C:25]1[CH:30]=[CH:29][CH:28]=[CH:27][C:26]=1B(O)O.[OH-].[K+]>O1CCOCC1.O.C1C=CC([P]([Pd]([P](C2C=CC=CC=2)(C2C=CC=CC=2)C2C=CC=CC=2)([P](C2C=CC=CC=2)(C2C=CC=CC=2)C2C=CC=CC=2)[P](C2C=CC=CC=2)(C2C=CC=CC=2)C2C=CC=CC=2)(C2C=CC=CC=2)C2C=CC=CC=2)=CC=1>[CH2:22]([S:19]([N:16]1[CH2:17][CH2:18][CH:13]([C:5]2[C:4]3[C:8](=[C:9]([C:11]#[N:12])[CH:10]=[C:2]([C:26]4[CH:27]=[CH:28][CH:29]=[CH:30][C:25]=4[F:24])[CH:3]=3)[NH:7][N:6]=2)[CH2:14][CH2:15]1)(=[O:21])=[O:20])[CH3:23] |f:2.3,4.5,^1:46,48,67,86|. Reported procedure: Following the general procedure of Example 65, a mixture of 5-bromo-3-[1-(ethylsulfonyl)-4-piperidinyl]-1H-indazole-7-carbonitrile (Intermediate 10) (50 mg, 0.102 mmols), 2-fluorophenyl boronic acid (42 mg, 0.306 mmols), potassium hydroxide (84 mg, 0.612 mmol), and Pd(PPh3)4 (10 mg) in dioxane/water (6/1, 3.5 mL) were reacted to give the crude title compound. The reactants are FC1=C(C=C(C=C1)C1=CC=NC2=NC(=CC=C12)C(F)(F)F)OS(=O)(=O)C(F)(F)F (Trifluoromethanesulfonic acid 2-fluoro-5-(7-trifluoromethyl[1,8]naphthyridin-4-yl)phenyl ester), C(C)(=O)NC=1C=C(C=CC1)B(O)O (3-acetamidophenyl-boronic acid). The product is FC1=C(C=C(C=C1)C1=CC=NC2=NC(=CC=C12)C(F)(F)F)C1=CC(=CC=C1)NC(C)=O (N-[2′-fluoro-5′-(7-trifluoromethyl[1,8]naphthyridin-4-yl)biphenyl-3-yl]acetamide). Yield: 41.5%. Reaction SMILES: [F:1][C:2]1[CH:7]=[CH:6][C:5]([C:8]2[C:17]3[C:12](=[N:13][C:14]([C:18]([F:21])([F:20])[F:19])=[CH:15][CH:16]=3)[N:11]=[CH:10][CH:9]=2)=[CH:4][C:3]=1OS(C(F)(F)F)(=O)=O.[C:30]([NH:33][C:34]1[CH:35]=[C:36](B(O)O)[CH:37]=[CH:38][CH:39]=1)(=[O:32])[CH3:31]>>[F:1][C:2]1[CH:3]=[CH:4][C:5]([C:8]2[C:17]3[C:12](=[N:13][C:14]([C:18]([F:20])([F:19])[F:21])=[CH:15][CH:16]=3)[N:11]=[CH:10][CH:9]=2)=[CH:6][C:7]=1[C:36]1[CH:37]=[CH:38][CH:39]=[C:34]([NH:33][C:30](=[O:32])[CH3:31])[CH:35]=1. Reported procedure: Trifluoromethanesulfonic acid 2-fluoro-5-(7-trifluoromethyl[1,8]naphthyridin-4-yl)phenyl ester (30.0 mg, 0.068 mmol) was coupled to 3-acetamidophenyl-boronic acid (15.9 mg, 0.089 mmol) as described in Example 35 part c), affording N-[2′-fluoro-5′-(7-trifluoromethyl[1,8]naphthyridin-4-yl)biphenyl-3-yl]acetamide (12.0 mg, 41%). δH (360 MHz, CDCl3) 2.20 (3H, s), 7.35-7.47 (5H, m), 7.54-7.60 (2H, m), 7.84 (1H, d, J 8.4), 7.87 (1H, s), 8.56 (1H, d, J 8.8), 9.28 (1H, d, J 4.6). m/z (ES+) 426 [MH]+. Reactants: C(C)(C)(C)OC(CN1N=C(C2=CC(=CC=C12)OCC1=CC=CC=C1)C#N)=O ((5-benzyloxy-3-cyano-indazol-1-yl)-acetic acid tert-butyl ester), Pd Al2O3. Run in C1CCOC1 (THF). Reaction conditions: temperature 40 celsius, time 16 hour. Product: C(#N)C1=NN(C2=CC=C(C=C12)OCC1=NC=CC=N1)CC(=O)OC(C)(C)C (Tert-butyl 2-(3-cyano-5-(pyrimidin-2-ylmethoxy)-1H-indazol-1-yl)acetate). RXN SMILES: [C:1]([O:5][C:6](=[O:27])[CH2:7][N:8]1[C:16]2[C:11](=[CH:12][C:13]([O:17][CH2:18][C:19]3C=CC=CC=3)=[CH:14][CH:15]=2)[C:10]([C:25]#[N:26])=[N:9]1)([CH3:4])([CH3:3])[CH3:2]>C1COCC1>[C:25]([C:10]1[C:11]2[C:16](=[CH:15][CH:14]=[C:13]([O:17][CH2:18][C:19]3[N:9]=[CH:10][CH:11]=[CH:16][N:8]=3)[CH:12]=2)[N:8]([CH2:7][C:6]([O:5][C:1]([CH3:3])([CH3:2])[CH3:4])=[O:27])[N:9]=1)#[N:26]. Procedure: To a solution of (5-benzyloxy-3-cyano-indazol-1-yl)-acetic acid tert-butyl ester (4 g, 11.01 mmol) in THF (400 mL) was added Pd/Al2O3 (5%) (4.10 g, 38.5 mmol). The reaction mixture was stirred at 40° C. for 16 h under H2 atmosphere (4 bars). The reaction mixture was filtered through a pad of Celite, which was then washed with CH2Cl2. The combined organics were concentrated under vacuum to give the title compound as a yellow solid. MS (LC/MS): 296.0 [M+Na]+; tR (conditions e): 4.46 min.